The task is: describe an organic reaction: reactants, conditions, products, and yield. This data is from the Open Reaction Database (ORD), a public repository of structured organic reaction records. Starting materials: CN(CCCN(C1=NC=CC=C1NC(C1=C(C=CC=C1)[N+](=O)[O-])=O)C1=CC=CC=C1)C (N-[2-[[3-(dimethylamino)propyl]phenylamino]-3-pyridinyl]-2-nitrobenzamide), P(=O)(Cl)(Cl)Cl (phosphorus oxychloride). The product is Cl.CN(CCCN1C2=C(N=C(C3=C1C=CC=C3)C3=C(C=CC=C3)[N+](=O)[O-])C=CC=N2)C (N,N-Dimethyl-6-(2-nitrophenyl)-11H-pyrido[2,3-b][1,4]benzodiazepine-11-propanamine monohydrochloride). RXN SMILES: [CH3:1][N:2]([CH3:31])[CH2:3][CH2:4][CH2:5][N:6]([C:25]1[CH:30]=[CH:29][CH:28]=[CH:27][CH:26]=1)[C:7]1[C:12]([NH:13][C:14](=O)[C:15]2[CH:20]=[CH:19][CH:18]=[CH:17][C:16]=2[N+:21]([O-:23])=[O:22])=[CH:11][CH:10]=[CH:9][N:8]=1.P(Cl)(Cl)([Cl:34])=O>>[ClH:34].[CH3:1][N:2]([CH3:31])[CH2:3][CH2:4][CH2:5][N:6]1[C:25]2[CH:30]=[CH:29][CH:28]=[CH:27][C:26]=2[C:14]([C:15]2[CH:20]=[CH:19][CH:18]=[CH:17][C:16]=2[N+:21]([O-:23])=[O:22])=[N:13][C:12]2[CH:11]=[CH:10][CH:9]=[N:8][C:7]1=2 |f:2.3|. Reported procedure: Following the procedure of Example 51, N-[2-[[3-(dimethylamino)propyl]phenylamino]-3-pyridinyl]-2-nitrobenzamide was cyclized to the free base of title compound with phosphorus oxychloride and thereafter converted to the hydrochloride by reacting with ethereal hydrogen chloride. Recrystallization from isopropyl alcohol, the yellow solid melted at 239°240° C. Procedure details: A procedure similar to that described in Example 5 was carried out with 9-bromo-5-carboxymethyl-6,7-dihydro-1H, 5H-pyrido[1,2,3-de]quinoxaline-2,3-dione (150 mg, 0.442 mmol) and o-methoxyaniline (76 mg, 0.62 mmol) to give 170 mg of the title compound (86%): mp>270° C.; 1H NMR (270 MHz, DMSO-d6) δ12.06 (bs, 1H), 9.27 (s, 1H), 7.88 (d, 1H, J=8.1 Hz), 7.24 (s, 1H), 7.17 (s, 1H), 7.08 (t, 1H, J=8.1 Hz), 7.03 (d, 1H, J=8.1 Hz), 6.90 (t, 1H, J=8.1 Hz), 5.16~5.27 (m, 1H), 3.81 (s, 3H), 3.12 (ddd, 1H, J... Product: BrC=1C=C2C=3N(C(C(NC3C1)=O)=O)C(CC2)CC(NC2=C(C=CC=C2)OC)=O (9-Bromo-5-(o-methoxyphenylcarbamoylmethyl)-6,7-dihydro-1H, 5H-pyrido[1,2,3-de]quinoxaline-2,3-dione). Isolated yield 86.6%. Reaction SMILES: [Br:1][C:2]1[CH:3]=[C:4]2[CH2:16][CH2:15][CH:14]([CH2:17][C:18](O)=[O:19])[N:6]3[C:7](=[O:13])[C:8](=[O:12])[NH:9][C:10]([CH:11]=1)=[C:5]23.[CH3:21][O:22][C:23]1[CH:29]=[CH:28][CH:27]=[CH:26][C:24]=1[NH2:25]>>[Br:1][C:2]1[CH:3]=[C:4]2[CH2:16][CH2:15][CH:14]([CH2:17][C:18](=[O:19])[NH:25][C:24]3[CH:26]=[CH:27][CH:28]=[CH:29][C:23]=3[O:22][CH3:21])[N:6]3[C:7](=[O:13])[C:8](=[O:12])[NH:9][C:10]([CH:11]=1)=[C:5]23. The reactants are BrC=1C=C2C=3N(C(C(NC3C1)=O)=O)C(CC2)CC(=O)O (9-bromo-5-carboxymethyl-6,7-dihydro-1H, 5H-pyrido[1,2,3-de]quinoxaline-2,3-dione), COC1=C(N)C=CC=C1 (o-methoxyaniline). Starting materials: Oc1ccc2c(c1)COc1c-2cc2ccc(O)cc2c1Br, CN(C)C=O, c1ccc(P(c2ccccc2)(c2ccccc2)[Pd](P(c2ccccc2)(c2ccccc2)c2ccccc2)(P(c2ccccc2)(c2ccccc2)c2ccccc2)P(c2ccccc2)(c2ccccc2)c2ccccc2)cc1, OB(O)c1ccoc1. Product: Oc1ccc2c(c1)COc1c-2cc2ccc(O)cc2c1-c1ccoc1. As a reaction SMILES: [Br:1][c:2]1[c:3]2[c:4]([cH:5][c:6]3[c:11]1[O:10][CH2:9][c:8]1[c:7]-3[cH:15][cH:14][c:13]([OH:16])[cH:12]1)[cH:17][cH:18][c:19]([OH:21])[cH:20]2.[O:30]=[CH:31][N:32]([CH3:33])[CH3:34].[cH:35]1[cH:36][cH:37][c:38]([P:39]([Pd:40]([P:41]([c:42]2[cH:43][cH:44][cH:45][cH:46][cH:47]2)([c:48]2[cH:49][cH:50][cH:51][cH:52][cH:53]2)[c:54]2[cH:55][cH:56][cH:57][cH:58][cH:59]2)([P:60]([c:61]2[cH:62][cH:63][cH:64][cH:65][cH:66]2)([c:67]2[cH:68][cH:69][cH:70][cH:71][cH:72]2)[c:73]2[cH:74][cH:75][cH:76][cH:77][cH:78]2)[P:79]([c:80]2[cH:81][cH:82][cH:83][cH:84][cH:85]2)([c:86]2[cH:87][cH:88][cH:89][cH:90][cH:91]2)[c:92]2[cH:93][cH:94][cH:95][cH:96][cH:97]2)([c:98]2[cH:99][cH:100][cH:101][cH:102][cH:103]2)[c:104]2[cH:105][cH:106][cH:107][cH:108][cH:109]2)[cH:110][cH:111]1.[o:22]1[cH:23][c:24]([B:27]([OH:28])[OH:29])[cH:25][cH:26]1>>[c:2]1(-[c:24]2[cH:23][o:22][cH:26][cH:25]2)[c:3]2[c:4]([cH:5][c:6]3[c:11]1[O:10][CH2:9][c:8]1[c:7]-3[cH:15][cH:14][c:13]([OH:16])[cH:12]1)[cH:17][cH:18][c:19]([OH:21])[cH:20]2. The reactants are C([O-])([O-])=O.[Na+].[Na+] (sodium carbonate), FC1=C(C=CC(=C1)[N+](=O)[O-])N1C=NC(=C1)C=O (1-(2-Fluoro-4-nitrophenyl)-1H-imidazole-4-carboxaldehyde), C(OC)(OC)OC (Trimethyl orthoformate), FC1=C(C=CC(=C1)[N+](=O)[O-])N1C=NC(=C1)C=O (1-(2-Fluoro-4-nitrophenyl)-1H-imidazole-4-carboxaldehyde). The reagents and catalysts are S(=O)(=O)(O)[O-].[Na+] (sodium hydrogen sulfate). Run in O (water), CO (methanol), O (water). Conditions: time 1 hour. Product: FC1=C(C=CC(=C1)[N+](=O)[O-])N1C=NC(=C1)C(OC)OC (1-(2-Fluoro-4-nitro-phenyl)-4-(dimethoxymethyl)-1H-imidazol). Yield: 93.0%. Reaction SMILES: [F:1][C:2]1[CH:7]=[C:6]([N+:8]([O-:10])=[O:9])[CH:5]=[CH:4][C:3]=1[N:11]1[CH:15]=[C:14](C=O)[N:13]=[CH:12]1.[CH:18](OC)([O:21][CH3:22])[O:19][CH3:20].C(=O)([O-])[O-].[Na+].[Na+]>CO.O.S([O-])(O)(=O)=O.[Na+]>[F:1][C:2]1[CH:7]=[C:6]([N+:8]([O-:10])=[O:9])[CH:5]=[CH:4][C:3]=1[N:11]1[CH:15]=[C:14]([CH:18]([O:21][CH3:22])[O:19][CH3:20])[N:13]=[CH:12]1 |f:2.3.4,7.8|. Procedure details: 1-(2-Fluoro-4-nitrophenyl)-1H-imidazole-4-carboxaldehyde (Intermediate 30) (361.7 g, 1.538 mol) was suspended in dry methanol (1700 ml). Trimethyl orthoformate (340 g, 2 mol) and sodium hydrogen sulfate (8 g) were added and the mixture was heated to reflux for 3.5 hours. It was cooled to room temperature, a solution of sodium carbonate in water (10%, 200 ml) was added and it was stirred for 1 hour. It was diluted with water (4 L) and left for 2 hours. The precipitate was collected by filtration,... Reactants: FC=1C(=C2/C(/C(NC2=CC1)=O)=C/C=1NC=CC1)I ((Z)-1,3-dihydro-5-fluoro-4-iodo-3-[(1H-pyrrol-2-yl)methylene]-2H-indol-2-one), FC=1C(=C2/C(/C(NC2=CC1)=O)=C/C=1NC=CC1)I ((Z)-1,3-dihydro-5-fluoro-4-iodo-3-[(1H-pyrrol-2-yl)methylene]-2H-indol-2-one), C(=O)([O-])[O-].[Na+].[Na+] (Na2CO3), OC1=CC=C(C=C1)B(O)O (4-hydroxyphenylboronic acid). Reagents/catalysts: Cl[Pd]([P](C1=CC=CC=C1)(C2=CC=CC=C2)C3=CC=CC=C3)([P](C4=CC=CC=C4)(C5=CC=CC=C5)C6=CC=CC=C6)Cl ((Ph3P)2PdCl2). Run in COCCOC (1,2-dimethoxyethane). Product: FC=1C(=C2/C(/C(NC2=CC1)=O)=C/C=1NC=CC1)C1=CC=C(C=C1)O ((Z)-1,3-Dihydro-5-fluoro-4-(4-hydroxyphenyl)-3-[(1H-pyrrol-2-yl)methylene]-2H-indol-2-one). As a reaction SMILES: [F:1][C:2]1[C:3](I)=[C:4]2[C:8](=[CH:9][CH:10]=1)[NH:7][C:6](=[O:11])/[C:5]/2=[CH:12]\[C:13]1[NH:14][CH:15]=[CH:16][CH:17]=1.C([O-])([O-])=O.[Na+].[Na+].[OH:25][C:26]1[CH:31]=[CH:30][C:29](B(O)O)=[CH:28][CH:27]=1>COCCOC.Cl[Pd](Cl)([P](C1C=CC=CC=1)(C1C=CC=CC=1)C1C=CC=CC=1)[P](C1C=CC=CC=1)(C1C=CC=CC=1)C1C=CC=CC=1>[F:1][C:2]1[C:3]([C:29]2[CH:30]=[CH:31][C:26]([OH:25])=[CH:27][CH:28]=2)=[C:4]2[C:8](=[CH:9][CH:10]=1)[NH:7][C:6](=[O:11])/[C:5]/2=[CH:12]\[C:13]1[NH:14][CH:15]=[CH:16][CH:17]=1 |f:1.2.3,^1:43,62|. Procedure: A solution of (Z)-1,3-dihydro-5-fluoro-4-iodo-3-[(1H-pyrrol-2-yl)methylene]-2H-indol-2-one (100 mg, 0.28 mmol) (Starting Material 12), 2M aqueous Na2CO3 solution (0.28 mL), (Ph3P)2PdCl2 (22.9 mg, 0.028 mmol) and 4-hydroxyphenylboronic acid (77.2 mg, 0.56 mmol) in 1,2-dimethoxyethane (10 mL) was heated at 104° C. for 2 days. The reaction mixture was filtered and concentrated. The crude material was purified by reverse phase HPLC to give (Z)-1,3-Dihydro-5-fluoro-4-(4-hydroxyphenyl)-3-[(1H-pyrrol-2... The product is O=C1C(=CN=C2N1C=C(C(=C2)OCC2=CC=CC=C2)OCC2=CC=CC=C2)C(=O)Cl (4-Oxo-7,8-bis(phenylmethoxy)-4H-pyrido[1,2-a]pyrimidine-3-carbonyl chloride). Reaction SMILES: [O:1]=[C:2]1[N:7]2[CH:8]=[C:9]([O:20][CH2:21][C:22]3[CH:27]=[CH:26][CH:25]=[CH:24][CH:23]=3)[C:10]([O:12][CH2:13][C:14]3[CH:19]=[CH:18][CH:17]=[CH:16][CH:15]=3)=[CH:11][C:6]2=[N:5][CH:4]=[C:3]1[C:28]([OH:30])=O.P(Cl)(Cl)(Cl)(Cl)[Cl:32]>ClCCl>[O:1]=[C:2]1[N:7]2[CH:8]=[C:9]([O:20][CH2:21][C:22]3[CH:27]=[CH:26][CH:25]=[CH:24][CH:23]=3)[C:10]([O:12][CH2:13][C:14]3[CH:19]=[CH:18][CH:17]=[CH:16][CH:15]=3)=[CH:11][C:6]2=[N:5][CH:4]=[C:3]1[C:28]([Cl:32])=[O:30]. Procedure: To a suspension of 4-oxo-7,8-bis(phenylmethoxy)-4H-pyrido[1,2-a]pyrimidine-3-carboxylic acid (1.21 g, 3.0 mmol) in 30 ml of dichloromethane was added 0.69 g (3.3 mmol) of phosphorous pentachloride at 0° C. After stirring for 90 minutes, the solid was filtered off, washed with dichloromethane and dried in vacuo. Yield: 0.91 g; melting point 152.4° C. Run at time 90 minute. Reactants: O=C1C(=CN=C2N1C=C(C(=C2)OCC2=CC=CC=C2)OCC2=CC=CC=C2)C(=O)O (4-oxo-7,8-bis(phenylmethoxy)-4H-pyrido[1,2-a]pyrimidine-3-carboxylic acid), P(Cl)(Cl)(Cl)(Cl)Cl (phosphorous pentachloride). Solvent: ClCCl (dichloromethane). Reactants: CC#N, Clc1nc2c(c3nc(-c4ccccc4)cn13)CCCC2, N#C[K], C1COCCOCCOCCOCCOCCO1, O. Yields the product N#Cc1nc2c(c3nc(-c4ccccc4)cn13)CCCC2. As a reaction SMILES: [CH3:43][C:44]#[N:45].[Cl:22][c:23]1[n:24][c:25]2[c:30]([c:31]3[n:32]1[cH:33][c:34](-[c:36]1[cH:37][cH:38][cH:39][cH:40][cH:41]1)[n:35]3)[CH2:29][CH2:28][CH2:27][CH2:26]2.[K:1][C:2]#[N:3].[O:4]1[CH2:5][CH2:6][O:7][CH2:8][CH2:9][O:10][CH2:11][CH2:12][O:13][CH2:14][CH2:15][O:16][CH2:17][CH2:18][O:19][CH2:20][CH2:21]1.[OH2:42]>>[C:2](#[N:3])[c:23]1[n:24][c:25]2[c:30]([c:31]3[n:32]1[cH:33][c:34](-[c:36]1[cH:37][cH:38][cH:39][cH:40][cH:41]1)[n:35]3)[CH2:29][CH2:28][CH2:27][CH2:26]2. Starting materials: C(C)SC=1C(=NC=CC1)C#N (3-ethylsulfanylpyridine-2-carbonitrile), S(O)(O)(=O)=O (sulfuric acid), [OH-].[Na+] (sodium hydroxide). Solvent: O (Water), O (water). Reaction conditions: temperature 130 celsius, time 2 hour. Product: C(C)SC=1C(=NC=CC1)C(=O)O (3-ethylsulfanylpicolinic acid). RXN SMILES: [CH2:1]([S:3][C:4]1[C:5]([C:10]#N)=[N:6][CH:7]=[CH:8][CH:9]=1)[CH3:2].S(=O)(=O)(O)[OH:13].[OH-:17].[Na+]>O>[CH2:1]([S:3][C:4]1[C:5]([C:10]([OH:13])=[O:17])=[N:6][CH:7]=[CH:8][CH:9]=1)[CH3:2] |f:2.3|. Procedure: A mixture of 1.4 g of 3-ethylsulfanylpyridine-2-carbonitrile, 15 mL of concentrated sulfuric acid and 5 mL of water was stirred at 130° C. for 2 hours. Water was poured to the reaction mixture cooled to room temperature, sodium hydroxide was added thereto, and the mixture was extracted with ethyl acetate. Concentrated hydrochloric acid was added to the aqueous layer, and the mixture was extracted with chloroform. The organic layer was dried over anhydrous sodium sulfate and then concentrated und... Procedure details: 4.00 g (14.9 mmol) of 7-hydroxy-3-(4-methoxyphenyl)chromen-2-one are initially introduced in 190 ml of dichloromethane, and a solution of 2.5 ml (26.3 mmol) of boron tribromide in 10 ml of dichloromethane is added with ice-cooling. The cooling is removed, and the batch is stirred overnight at room temp. The solution is added to ice-water, acidified using 2 N hydrochloric acid and extracted three times with ethyl acetate. The combined org. phases are washed with water and dried over sodium sulfat... Reactants: OC1=CC=C2C=C(C(OC2=C1)=O)C1=CC=C(C=C1)OC (7-hydroxy-3-(4-methoxyphenyl)chromen-2-one), B(Br)(Br)Br (boron tribromide). Solvent: ClCCl (dichloromethane), ClCCl (dichloromethane). Reaction SMILES: [OH:1][C:2]1[CH:11]=[C:10]2[C:5]([CH:6]=[C:7]([C:13]3[CH:18]=[CH:17][C:16]([O:19]C)=[CH:15][CH:14]=3)[C:8](=[O:12])[O:9]2)=[CH:4][CH:3]=1.B(Br)(Br)Br>ClCCl>[OH:1][C:2]1[CH:11]=[C:10]2[C:5]([CH:6]=[C:7]([C:13]3[CH:18]=[CH:17][C:16]([OH:19])=[CH:15][CH:14]=3)[C:8](=[O:12])[O:9]2)=[CH:4][CH:3]=1. The product is OC1=CC=C2C=C(C(OC2=C1)=O)C1=CC=C(C=C1)O (7-hydroxy-3-(4-hydroxyphenyl)chromen-2-one). Reaction conditions: time 8 hour.